This data is from the Open Reaction Database (ORD), a public repository of structured organic reaction records. The task is: describe an organic reaction: reactants, conditions, products, and yield Reactants: C1(=CC=CC=C1)CC(=O)[C@@H]1OCCC1 ((R)-2-phenyl-1-(tetrahydrofuran-2-yl)ethanone), C1(=CC=CC=C1)CC(=O)[C@@H]1OCCC1 ((R)-2-phenyl-1-(tetrahydrofuran-2-yl)ethanone), C(C)OC=1C=C(C=O)C=C(C1O)[N+](=O)[O-] (3-ethoxy-4-hydroxy-5-nitrobenzaldehyde), NC(=O)N (urea). Reagents/catalysts: Cl (HCl). Solvent: C(C)O (ethanol). Product: C(C)OC=1C=C(C=C(C1O)[N+](=O)[O-])C1NC(NC(=C1C1=CC=CC=C1)[C@@H]1OCCC1)=O (4-(3-ethoxy-4-hydroxy-5-nitrophenyl)-5-phenyl-6-((R)-tetrahydrofuran-2-yl)-3,4-dihydropyrimidin-2(1H)-one). Isolated yield 4.9%. RXN SMILES: [C:1]1([CH2:7][C:8]([C@H:10]2[CH2:14][CH2:13][CH2:12][O:11]2)=O)[CH:6]=[CH:5][CH:4]=[CH:3][CH:2]=1.[CH2:15]([O:17][C:18]1[CH:19]=[C:20]([CH:23]=[C:24]([N+:27]([O-:29])=[O:28])[C:25]=1[OH:26])[CH:21]=O)[CH3:16].[NH2:30][C:31]([NH2:33])=[O:32]>C(O)C.Cl>[CH2:15]([O:17][C:18]1[CH:19]=[C:20]([CH:21]2[C:7]([C:1]3[CH:6]=[CH:5][CH:4]=[CH:3][CH:2]=3)=[C:8]([C@H:10]3[CH2:14][CH2:13][CH2:12][O:11]3)[NH:33][C:31](=[O:32])[NH:30]2)[CH:23]=[C:24]([N+:27]([O-:29])=[O:28])[C:25]=1[OH:26])[CH3:16]. Procedure details: To a mixture of (R)-2-phenyl-1-(tetrahydrofuran-2-yl)ethanone (Intermediate 94) (200 mg, 1.0 mmol), 3-ethoxy-4-hydroxy-5-nitrobenzaldehyde (266 mg, 1.3 mmol), and urea (189 mg, 3.2 mmol) in absolute ethanol (3 mL) was added conc. HCl (one drop). The mixture was refluxed under N2 for 3.5 hrs. The reaction mixture was concentrated under reduced pressure and purified by silica gel column chromatography (PE:EtOAc=10:1 to PE:EtOAc=1:2) and prep-HPLC (0.1% TFA as additive) to give Compound 176 (21 mg,...